From a dataset of the Open Reaction Database (ORD), a public repository of structured organic reaction records. describe an organic reaction: reactants, conditions, products, and yield Reactants: O=C([O-])[O-], NC12CC3CC(CC(C3)C1)C2, O=[N+]([O-])c1ccccc1Cl, [K+], [K+]. Yields the product O=[N+]([O-])c1ccccc1NC12CC3CC(CC(C3)C1)C2. RXN SMILES: [C:11](=[O:12])([O-:13])[O-:14].[C:17]12([NH2:27])[CH2:18][CH:19]3[CH2:20][CH:21]([CH2:22][CH:23]([CH2:24]1)[CH2:25]3)[CH2:26]2.[Cl:1][c:2]1[c:3]([N+:8](=[O:9])[O-:10])[cH:4][cH:5][cH:6][cH:7]1.[K+:15].[K+:16]>>[c:2]1([NH:27][C:17]23[CH2:18][CH:19]4[CH2:20][CH:21]([CH2:22][CH:23]([CH2:24]2)[CH2:25]4)[CH2:26]3)[c:3]([N+:8](=[O:9])[O-:10])[cH:4][cH:5][cH:6][cH:7]1. The reactants are CC(C)(C)C1CCC(=O)CC1, CC(C)(C)[O-], CC(=O)c1ccccc1, OC(c1ccccc1)c1ccccc1, [K+], O=C(c1ccccc1)c1ccccc1, CC(O)c1ccccc1. Product: CC(C)(C)C1CCC(O)CC1. As a reaction SMILES: [C:53]([CH3:54])([CH3:55])([CH3:56])[CH:57]1[CH2:58][CH2:59][C:60](=[O:63])[CH2:61][CH2:62]1.[CH3:1][C:2]([CH3:3])([O-:4])[CH3:5].[CH3:7][C:8]([c:9]1[cH:10][cH:11][cH:12][cH:13][cH:14]1)=[O:15].[CH:39]([OH:40])([c:41]1[cH:42][cH:43][cH:44][cH:45][cH:46]1)[c:47]1[cH:48][cH:49][cH:50][cH:51][cH:52]1.[K+:6].[O:16]=[C:17]([c:18]1[cH:19][cH:20][cH:21][cH:22][cH:23]1)[c:24]1[cH:25][cH:26][cH:27][cH:28][cH:29]1.[c:30]1([CH:31]([OH:32])[CH3:33])[cH:34][cH:35][cH:36][cH:37][cH:38]1>>[C:53]([CH3:54])([CH3:55])([CH3:56])[CH:57]1[CH2:58][CH2:59][CH:60]([OH:63])[CH2:61][CH2:62]1. Procedure details: Using an analogous reaction procedure to that described in Example 6, 6-chloro-4-(3'-methylanilino)pyrimidine (0.410 g) was reacted with 4-(N,N-dimethylcarbamoylmethoxy)aniline (0.420 g). The product was chromatographed on silica and recrystallised from a mixture of methylene chloride and hexane to give 4-(3'-methylanilino)-6-[4'-(N,N-dimethylcarbamoylmethoxy)anilino]pyrimidine in 15% yield, m.p. 135°-138° C.; Yields the product CC=1C=C(NC2=NC=NC(=C2)NC2=CC=C(C=C2)OCC(N(C)C)=O)C=CC1 (4-(3'-methylanilino)-6-[4'-(N,N-dimethylcarbamoylmethoxy)anilino]pyrimidine). The reactants are ClC1=CC(=NC=N1)NC1=CC(=CC=C1)C (6-chloro-4-(3'-methylanilino)pyrimidine), CN(C(=O)COC1=CC=C(N)C=C1)C (4-(N,N-dimethylcarbamoylmethoxy)aniline). Reaction SMILES: Cl[C:2]1[N:7]=[CH:6][N:5]=[C:4]([NH:8][C:9]2[CH:14]=[CH:13][CH:12]=[C:11]([CH3:15])[CH:10]=2)[CH:3]=1.[CH3:16][N:17]([CH3:29])[C:18]([CH2:20][O:21][C:22]1[CH:28]=[CH:27][C:25]([NH2:26])=[CH:24][CH:23]=1)=[O:19]>>[CH3:15][C:11]1[CH:10]=[C:9]([CH:14]=[CH:13][CH:12]=1)[NH:8][C:4]1[CH:3]=[C:2]([NH:26][C:25]2[CH:24]=[CH:23][C:22]([O:21][CH2:20][C:18](=[O:19])[N:17]([CH3:16])[CH3:29])=[CH:28][CH:27]=2)[N:7]=[CH:6][N:5]=1. The yield is 15.0%. Starting materials: Brc1cncnc1, C#CC1CCCN1C(=O)OC(C)(C)C, [Cu]I, CC(=O)[O-], CC(=O)[O-], [Pd+2], c1ccc(P(c2ccccc2)(c2ccccc2)[Pd](P(c2ccccc2)(c2ccccc2)c2ccccc2)(P(c2ccccc2)(c2ccccc2)c2ccccc2)P(c2ccccc2)(c2ccccc2)c2ccccc2)cc1. Yields the product CC(C)(C)OC(=O)N1CCCC1C#Cc1cncnc1. Reaction SMILES: [Br:15][c:16]1[cH:17][n:18][cH:19][n:20][cH:21]1.[C:1]([CH3:2])([CH3:3])([CH3:4])[O:5][C:6](=[O:7])[N:8]1[CH:9]([C:13]#[CH:14])[CH2:10][CH2:11][CH2:12]1.[Cu:108][I:109].[O-:100][C:101]([CH3:102])=[O:103].[O-:104][C:105]([CH3:106])=[O:107].[Pd+2:99].[cH:22]1[cH:23][cH:24][c:25]([P:26]([Pd:27]([P:28]([c:29]2[cH:30][cH:31][cH:32][cH:33][cH:34]2)([c:35]2[cH:36][cH:37][cH:38][cH:39][cH:40]2)[c:41]2[cH:42][cH:43][cH:44][cH:45][cH:46]2)([P:47]([c:48]2[cH:49][cH:50][cH:51][cH:52][cH:53]2)([c:54]2[cH:55][cH:56][cH:57][cH:58][cH:59]2)[c:60]2[cH:61][cH:62][cH:63][cH:64][cH:65]2)[P:66]([c:67]2[cH:68][cH:69][cH:70][cH:71][cH:72]2)([c:73]2[cH:74][cH:75][cH:76][cH:77][cH:78]2)[c:79]2[cH:80][cH:81][cH:82][cH:83][cH:84]2)([c:85]2[cH:86][cH:87][cH:88][cH:89][cH:90]2)[c:91]2[cH:92][cH:93][cH:94][cH:95][cH:96]2)[cH:97][cH:98]1>>[C:1]([CH3:2])([CH3:3])([CH3:4])[O:5][C:6](=[O:7])[N:8]1[CH:9]([C:13]#[C:14][c:16]2[cH:17][n:18][cH:19][n:20][cH:21]2)[CH2:10][CH2:11][CH2:12]1. The reactants are ClCCOC1=C2CCC(NC2=C(C=C1)OCC1=CC=CC=C1)=O (5-(2-chloroethoxy)-8-phenylmethoxy-3,4-dihydrocarbostyril), N1CCC(CC1)NC(OCC1CC1)=O (cyclopropylmethyl 4-piperidylcarbamate), C([O-])([O-])=O.[K+].[K+] (potassium carbonate), [Br-].[Li+] (lithium bromide). The solvent is CN(C=O)C (dimethylformamide). Reaction conditions: temperature 110 celsius. The product is C1(=CC=CC=C1)COC=1C=CC(=C2CCC(NC12)=O)OCCN1CCC(CC1)NC(=O)OCC1CC1 (8-Phenylmethoxy-3,4-dihydro-5-[2-(4-((cyclopropylmethoxy)carbonylamino)-1-piperidyl)ethoxy]carbostyril). Yield: 96.0%. Reaction SMILES: Cl[CH2:2][CH2:3][O:4][C:5]1[CH:14]=[CH:13][C:12]([O:15][CH2:16][C:17]2[CH:22]=[CH:21][CH:20]=[CH:19][CH:18]=2)=[C:11]2[C:6]=1[CH2:7][CH2:8][C:9](=[O:23])[NH:10]2.[NH:24]1[CH2:29][CH2:28][CH:27]([NH:30][C:31](=[O:37])[O:32][CH2:33][CH:34]2[CH2:36][CH2:35]2)[CH2:26][CH2:25]1.C(=O)([O-])[O-].[K+].[K+].[Br-].[Li+]>CN(C)C=O>[C:17]1([CH2:16][O:15][C:12]2[CH:13]=[CH:14][C:5]([O:4][CH2:3][CH2:2][N:24]3[CH2:25][CH2:26][CH:27]([NH:30][C:31]([O:32][CH2:33][CH:34]4[CH2:35][CH2:36]4)=[O:37])[CH2:28][CH2:29]3)=[C:6]3[C:11]=2[NH:10][C:9](=[O:23])[CH2:8][CH2:7]3)[CH:22]=[CH:21][CH:20]=[CH:19][CH:18]=1 |f:2.3.4,5.6|. Reported procedure: 5-(2-chloroethoxy)-8-phenylmethoxy-3,4-dihydrocarbostyril (0.7 g), from Preparation 6, and cyclopropylmethyl 4-piperidylcarbamate (0.5 g) were dissolved in dimethylformamide (35 mL) containing potassium carbonate (0.3 g) and lithium bromide (0.3 g). The reaction medium was heated for 34 hours at 110° C., and the solvent was then removed by evaporation under reduced pressure. The residue was dissolved in chloroform (70 mL), and the solution was washed with water (2×40 mL), dried over sodium sulfa... Reactants: [H-].[H-].[H-].[H-].[Li+].[Al+3] (LAH), COC1=NC=C(C=C1)CCC(=O)OC (methyl 3-(2-methoxy-pyridin-5-yl)-propionate). The solvent is C1CCOC1 (THF), C1CCOC1 (THF). Conditions: time 2 hour. The product is COC1=NC=C(C=C1)CCCO (2-methoxy-5-(3-hydroxypropyl)-pyridine). Yield: 88.6%. Reaction SMILES: [H-].[H-].[H-].[H-].[Li+].[Al+3].[CH3:7][O:8][C:9]1[CH:14]=[CH:13][C:12]([CH2:15][CH2:16][C:17](OC)=[O:18])=[CH:11][N:10]=1>C1COCC1>[CH3:7][O:8][C:9]1[CH:14]=[CH:13][C:12]([CH2:15][CH2:16][CH2:17][OH:18])=[CH:11][N:10]=1 |f:0.1.2.3.4.5|. Reported procedure: To a suspension of 0.56 g (1.1 eq) of LAH in 50 ml of dry THF at 5° C. under nitrogen was added a solution of 2.7 g (13.5 mmol) of methyl 3-(2-methoxy-pyridin-5-yl)-propionate in THF and the reaction mixture was stirred at room temperature for 2 h. The mixture was quenched with 0.6 ml of water, 0.6 ml of 10% NaOH, and 1.8 ml of water successively. The mixture was filtered and the filtrate was concentrated in vacuo to yield 2.0 g (87%) of 2-methoxy-5-(3-hydroxypropyl)-pyridine as a yellow oil. The solvent is ClCCl (dichloromethane). Product: COC=1C=C2CCN(CC2=CC1OC)C(=O)C=1C=NOC1C1=CC=C(C=C1)C (6,7-Dimethoxy-2-{[5-(4-methylphenyl)isoxazol-4-yl]carbonyl}-1,2,3,4-tetrahydroisoquinoline). Starting materials: CC1=CC=C(C=C1)C1=C(C=NO1)C(=O)Cl (5-(4-methylphenyl)isoxazole-4-carbonyl chloride), COC=1C=C2CCNCC2=CC1OC (6,7-dimethoxy-1,2,3,4-tetrahydroisoquinoline). Run at time 1 hour. Procedure details: To 5-(4-methylphenyl)isoxazole-4-carbonyl chloride (10 mg, 0.045 mmol) in dichloromethane (1 mL) was added 6,7-dimethoxy-1,2,3,4-tetrahydroisoquinoline (11 mg, 0.052 mmol, 1.2 eq.), and the reaction mixture was stirred for 1 h. The solvent was removed, and the residue was purified by preparative reverse-phase HPLC to give the title compound. HRMS (ESI, pos. ion) m/z calcd for C22H22N2O4: 378.1580, found 378.1585. RXN SMILES: [CH3:1][C:2]1[CH:7]=[CH:6][C:5]([C:8]2[O:12][N:11]=[CH:10][C:9]=2[C:13](Cl)=[O:14])=[CH:4][CH:3]=1.[CH3:16][O:17][C:18]1[CH:19]=[C:20]2[C:25](=[CH:26][C:27]=1[O:28][CH3:29])[CH2:24][NH:23][CH2:22][CH2:21]2>ClCCl>[CH3:16][O:17][C:18]1[CH:19]=[C:20]2[C:25](=[CH:26][C:27]=1[O:28][CH3:29])[CH2:24][N:23]([C:13]([C:9]1[CH:10]=[N:11][O:12][C:8]=1[C:5]1[CH:6]=[CH:7][C:2]([CH3:1])=[CH:3][CH:4]=1)=[O:14])[CH2:22][CH2:21]2.